This data is from the Open Reaction Database (ORD), a public repository of structured organic reaction records. The task is: describe an organic reaction: reactants, conditions, products, and yield Reactants: Oc1ccc(C(=C(CCCl)c2ccccc2)c2ccccc2)cc1, [H-], ICCOCCOC1CCCCO1, [Na+], C1CCOC1, O. The product is ClCCC(=C(c1ccccc1)c1ccc(OCCOCCOC2CCCCO2)cc1)c1ccccc1. RXN SMILES: [Cl:1][CH2:2][CH2:3][C:4](=[C:5]([c:6]1[cH:7][cH:8][cH:9][cH:10][cH:11]1)[c:12]1[cH:13][cH:14][c:15]([OH:18])[cH:16][cH:17]1)[c:19]1[cH:20][cH:21][cH:22][cH:23][cH:24]1.[H-:25].[I:27][CH2:28][CH2:29][O:30][CH2:31][CH2:32][O:33][CH:34]1[O:35][CH2:36][CH2:37][CH2:38][CH2:39]1.[Na+:26].[O:41]1[CH2:42][CH2:43][CH2:44][CH2:45]1.[OH2:40]>>[Cl:1][CH2:2][CH2:3][C:4](=[C:5]([c:6]1[cH:7][cH:8][cH:9][cH:10][cH:11]1)[c:12]1[cH:13][cH:14][c:15]([O:18][CH2:28][CH2:29][O:30][CH2:31][CH2:32][O:33][CH:34]2[O:35][CH2:36][CH2:37][CH2:38][CH2:39]2)[cH:16][cH:17]1)[c:19]1[cH:20][cH:21][cH:22][cH:23][cH:24]1.